This data is from the Open Reaction Database (ORD), a public repository of structured organic reaction records. The task is: describe an organic reaction: reactants, conditions, products, and yield Reactants: COC(OC)OC (Trimethylorthoformate), C(C1=CC=CC=C1)OC(=O)NC1C(COC1)=O (4-benzyloxycarbonylamino-tetrahydrofuran-3-one), CC=1C=CC(=CC1)S(=O)(=O)O (PTSA). Run in CO (MeOH). Conditions: time 3 hour. Yields the product COC1(COCC1NC(=O)OCC1=CC=CC=C1)OC (3,3-Dimethoxy-4-benzyloxycarbonylamino-tetrahydrofuran). As a reaction SMILES: CO[CH:3]([O:6][CH3:7])[O:4][CH3:5].[CH2:8]([O:15][C:16]([NH:18][CH:19]1[CH2:23][O:22][CH2:21]C1=O)=[O:17])[C:9]1[CH:14]=[CH:13][CH:12]=[CH:11][CH:10]=1.CC1C=CC(S(O)(=O)=O)=CC=1>CO>[CH3:7][O:6][C:3]1([O:4][CH3:5])[CH:19]([NH:18][C:16]([O:15][CH2:8][C:9]2[CH:10]=[CH:11][CH:12]=[CH:13][CH:14]=2)=[O:17])[CH2:23][O:22][CH2:21]1. Reported procedure: Trimethylorthoformate (29 ml) was added dropwise to a refluxing solution of 4-benzyloxycarbonylamino-tetrahydrofuran-3-one (18 g, 78 mmol) and PTSA (500 mg) in MeOH (100 ml). After 3 hours, the reaction mixture was filtered and concentrated to afford, after column chromatography, the title compound as a yellow oil, 16.2 g, 76%. Starting materials: C(C)(=O)OCC (ethyl acetate), C(C1=CC=CC=C1)OC1=CC=C(C=C1)CCN(C1=CC=C(C#N)C=C1)N1C=NN=C1 (4-{[2-(4-benzyloxyphenyl)ethyl]-[1,2,4]triazol-4-yl-amino}benzonitrile), C(C)O (ethanol). Reagents/catalysts: [Pd] (Pd/C). Run in C1CCOC1 (THF). Reaction conditions: time 3 day. Yields the product OC1=CC=C(C=C1)CCN(C1=CC=C(C#N)C=C1)N1C=NN=C1 (4-{[2-(4-hydroxyphenyl)ethyl]-[1,2,4]triazol-4-yl-amino}benzonitrile), residue. Yield: 27.8%. RXN SMILES: C([O:8][C:9]1[CH:14]=[CH:13][C:12]([CH2:15][CH2:16][N:17]([N:26]2[CH:30]=[N:29][N:28]=[CH:27]2)[C:18]2[CH:25]=[CH:24][C:21]([C:22]#[N:23])=[CH:20][CH:19]=2)=[CH:11][CH:10]=1)C1C=CC=CC=1.C(O)C.C(OCC)(=O)C>C1COCC1.[Pd]>[OH:8][C:9]1[CH:14]=[CH:13][C:12]([CH2:15][CH2:16][N:17]([N:26]2[CH:27]=[N:28][N:29]=[CH:30]2)[C:18]2[CH:25]=[CH:24][C:21]([C:22]#[N:23])=[CH:20][CH:19]=2)=[CH:11][CH:10]=1. Reported procedure: To a stirred solution of 4-{[2-(4-benzyloxyphenyl)ethyl]-[1,2,4]triazol-4-yl-amino}benzonitrile (536 mg, 1.355 mmol) in distilled THF (15 mL) was added in succession absolute ethanol (30 mL) and Pd/C (10%, 54 mg). The black suspension was then stirred under an atmosphere of hydrogen (balloon) for 3 days. Upon removal by filtration and washings of the supported catalyst exhaustively with distilled THF, the filtrate was evaporated to give a pale yellow syrup which solidified upon standing at room ... Reactants: CCN=C=NCCCN(C)C (EDCI), C1=CC2=C(N=C1)N(N=N2)O (HOAT), CC1=NC2=C(C=CC=C2C(=C1)C)OCC=1C(=C(C=CC1Cl)S(=O)(=O)N1[C@@H](CCC1)C(=O)NCCCCN)Cl (1-[[3-[(2,4-dimethylquinolin-8-yl)oxymethyl]-2,4-dichlorophenyl]sulfonyl]-N-[4-aminobutyl]-2(S)-pyrrolidinecarboxamide), C1(=C(C(=C(C(=C1F)F)F)N)F)N.Cl.Cl (dihydrochloride), [OH-].[Na+] (NaOH). Solvent: CN(C=O)C (dimethylformamide), O (water), CN(C=O)C (DMF), C(C)N(CC)CC (triethylamine). Reaction conditions: time 30 minute. Product: Cl.NN=CC1=CC=C(C(=O)O)C=C1 (4-(aminoiminomethyl)benzoic acid hydrochloride), solid. Isolated yield 13.0%. RXN SMILES: CCN=C=NCCCN(C)C.C1C=N[C:15]2[N:18](O)[N:19]=NC=2C=1.CC1C=C(C)C2C(=C([O:34][CH2:35][C:36]3[C:37](Cl)=[C:38](S(N4CCC[C@H]4C(NCCCCN)=O)(=O)=O)[CH:39]=[CH:40][C:41]=3[Cl:42])C=CC=2)N=1.C1(N)C(F)=C(F)C(F)=C(N)C=1F.Cl.Cl.[OH-:74].[Na+]>CN(C)C=O.C(N(CC)CC)C.O>[ClH:42].[NH2:19][N:18]=[CH:15][C:39]1[CH:40]=[CH:41][C:36]([C:35]([OH:34])=[O:74])=[CH:37][CH:38]=1 |f:3.4.5,6.7,11.12|. Reported procedure: A solution of 0.34 g (1.69.10-3 mol) of 4-(aminoiminomethyl)benzoic acid hydrochloride in 5 ml of dimethylformamide (DMF) is prepared and 0.46 g (1.69.10-3 mol) of EDCI and 0.32 g (1.69.10-3 mol) of HOAT are added. The mixture is stirred for 30 minutes at room temperature. The solution obtained is then added dropwise to a solution of 1 g (1.53.10-3 mol) of 1-[[3-[(2,4-dimethylquinolin-8-yl)oxymethyl]-2,4-dichlorophenyl]sulfonyl]-N-[4-aminobutyl]-2(S)-pyrrolidinecarboxamide (in the form of the di... Reactants: C(C)C1=C(NC=C2C(=NN(C2=O)C2=CC=C(C(=O)O)C=C2)C)C=CC=C1 (4-(4-(2-ethylanilinomethylene)-4,5-dihydro-3-methyl-5-oxo-1H-pyrazol-1-yl)-benzoic acid), C(CCCCC)N (hexylamine). Yields the product C(C)C1=C(NC=C2C(=NN(C2=O)C2=CC=C(C(=O)NCCCCCC)C=C2)C)C=CC=C1 (4-(4-(2-ethylanilinomethylene)-4,5-dihydro-3-methyl-5-oxo-1H-pyrazol-1-yl)-N-hexylbenzamide). Reaction SMILES: [CH2:1]([C:3]1[CH:26]=[CH:25][CH:24]=[CH:23][C:4]=1[NH:5][CH:6]=[C:7]1[C:11](=[O:12])[N:10]([C:13]2[CH:21]=[CH:20][C:16]([C:17](O)=[O:18])=[CH:15][CH:14]=2)[N:9]=[C:8]1[CH3:22])[CH3:2].[CH2:27]([NH2:33])[CH2:28][CH2:29][CH2:30][CH2:31][CH3:32]>>[CH2:1]([C:3]1[CH:26]=[CH:25][CH:24]=[CH:23][C:4]=1[NH:5][CH:6]=[C:7]1[C:11](=[O:12])[N:10]([C:13]2[CH:14]=[CH:15][C:16]([C:17]([NH:33][CH2:27][CH2:28][CH2:29][CH2:30][CH2:31][CH3:32])=[O:18])=[CH:20][CH:21]=2)[N:9]=[C:8]1[CH3:22])[CH3:2]. Reported procedure: From the reaction of 4-(4-(2-ethylanilinomethylene)-4,5-dihydro-3-methyl-5-oxo-1H-pyrazol-1-yl)-benzoic acid and hexylamine, 4-(4-(2-ethylanilinomethylene)-4,5-dihydro-3-methyl-5-oxo-1H-pyrazol-1-yl)-N-hexylbenzamide is obtained, Mp 62.1° C. Reactants: CCC(CC)(CC)C([O-])([O-])[O-], CCOC(=O)c1ccc(Cl)nc1, O=C(O)c1ccc(I)nc1. The product is CCOC(=O)c1ccc(I)nc1. Reaction SMILES: [CH2:23]([C:24]([CH2:25][CH3:26])([CH2:27][CH3:28])[C:29]([O-:30])([O-:31])[O-:32])[CH3:33].[Cl:1][c:2]1[n:3][cH:4][c:5]([C:6](=[O:7])[O:8][CH2:9][CH3:10])[cH:11][cH:12]1.[I:13][c:14]1[cH:15][cH:16][c:17]([C:18]([OH:19])=[O:20])[cH:21][n:22]1>>[c:2]1([I:13])[n:3][cH:4][c:5]([C:6](=[O:7])[O:8][CH2:9][CH3:10])[cH:11][cH:12]1. Reactants: C(C)(=O)OCC.N1=C(C=CC=C1)CC(=O)O.O (ethyl acetate pyridine-acetic acid water), C1CC(=O)NC1C(=O)NC(CC2=CN=CN2)C(=O)O.C1=CC=C2C(=C1)C(=CN2)CC(C(=O)NC(CO)C(=O)O)N.COC(=O)[C@H](CC1=CC=C(C=C1)O)N (pyroglu-his trp-ser tyr-OMe). The product is C1CC(=O)NC1C(=O)NC(CC2=CN=CN2)C(=O)O.N[C@@H](CC1=CNC2=CC=CC=C12)C(=O)N[C@@H](CO)C(=O)N[C@@H](CC1=CC=C(C=C1)O)C(=O)OC (Pyroglu-His Trp-Ser-Tyr-OMe). RXN SMILES: C(OCC)(=O)C.N1C=CC=CC=1CC(O)=O.O.[CH2:18]1[CH:23]([C:24]([NH:26][CH:27]([C:34]([OH:36])=[O:35])[CH2:28][C:29]2[NH:33][CH:32]=[N:31][CH:30]=2)=[O:25])[NH:22][C:20](=[O:21])[CH2:19]1.[CH:37]1[CH:42]=[C:41]2[C:43]([CH2:46][CH:47]([NH2:57])[C:48]([NH:50][CH:51]([C:54]([OH:56])=O)[CH2:52][OH:53])=[O:49])=[CH:44][NH:45][C:40]2=[CH:39][CH:38]=1.[CH3:58][O:59][C:60]([C@@H:62]([NH2:71])[CH2:63][C:64]1[CH:69]=[CH:68][C:67]([OH:70])=[CH:66][CH:65]=1)=[O:61]>>[CH2:18]1[CH:23]([C:24]([NH:26][CH:27]([C:34]([OH:36])=[O:35])[CH2:28][C:29]2[NH:33][CH:32]=[N:31][CH:30]=2)=[O:25])[NH:22][C:20](=[O:21])[CH2:19]1.[NH2:57][C@H:47]([C:48]([NH:50][C@H:51]([C:54]([NH:71][C@H:62]([C:60]([O:59][CH3:58])=[O:61])[CH2:63][C:64]1[CH:65]=[CH:66][C:67]([OH:70])=[CH:68][CH:69]=1)=[O:56])[CH2:52][OH:53])=[O:49])[CH2:46][C:43]1[C:41]2[C:40](=[CH:39][CH:38]=[CH:37][CH:42]=2)[NH:45][CH:44]=1 |f:0.1.2,3.4.5,6.7|. Procedure details: The reaction solution containing pyroglu-his azide, prepared as described in Example 22, is cooled to a temperature of -40°C., and to this is added a solution of 1.1 g. of trp-ser-tyr-OMe trifluoroacetate, as prepared in Example 4, 5, 6 and 7, in 4 ml. of degassed dimethylformamide. The pH of the resulting solution is adjusted to 8.0 by the addition of diisopropylethylamine, and the mixture is maintained at a temperature of -5°C. (with periodic adjustment of the pH to 8.0 by addition of diisopro... Reactants: COC=1C=C(C=CC1)N (3-methoxybenzenamine), Cl.ClCCNCC1=CC=CC=C1 (N-(2-chloroethyl)-benzenemethanamine hydrochloride). Product: Cl.COC=1C=C(C=CC1)NCCNCC1=CC=CC=C1 (N-(3-Methoxyphenyl)-N'-(phenylmethyl)-1,2-ethanediamine hydrochloride). Reaction SMILES: [CH3:1][O:2][C:3]1[CH:4]=[C:5]([NH2:9])[CH:6]=[CH:7][CH:8]=1.Cl.[Cl:11][CH2:12][CH2:13][NH:14][CH2:15][C:16]1[CH:21]=[CH:20][CH:19]=[CH:18][CH:17]=1>>[ClH:11].[CH3:1][O:2][C:3]1[CH:4]=[C:5]([NH:9][CH2:12][CH2:13][NH:14][CH2:15][C:16]2[CH:21]=[CH:20][CH:19]=[CH:18][CH:17]=2)[CH:6]=[CH:7][CH:8]=1 |f:1.2,3.4|. Procedure details: Combine 3-methoxybenzenamine (81.2 g, 0.66 mol) with N-(2-chloroethyl)-benzenemethanamine hydrochloride (45.3 g, 0.22 mol) and heat to 190° C. for 13 h. Add methylene chloride to precipitate a solid. Filter the solid and wash with methylene chloride. Triturate the solid with 100 mL of ethanol, filter the solid and wash with ethanol to give the title compound.